This data is from the Open Reaction Database (ORD), a public repository of structured organic reaction records. The task is: describe an organic reaction: reactants, conditions, products, and yield Starting materials: CN(C)C=O, CC(C)Cn1c(=O)n(C)c(=O)c2c(SC(C)C)c(CCl)sc21, [H-], [Na+], O, c1ccc2[nH]cnc2c1. The product is CC(C)Cn1c(=O)n(C)c(=O)c2c(SC(C)C)c(Cn3cnc4ccccc43)sc21. Reaction SMILES: [CH3:35][N:36]([CH3:37])[CH:38]=[O:39].[Cl:12][CH2:13][c:14]1[c:15]([S:30][CH:31]([CH3:32])[CH3:33])[c:16]2[c:17]([n:18]([CH2:25][CH:26]([CH3:27])[CH3:28])[c:19](=[O:24])[n:20]([CH3:23])[c:21]2=[O:22])[s:29]1.[H-:10].[Na+:11].[OH2:34].[n:1]1[cH:2][nH:3][c:4]2[c:5]1[cH:6][cH:7][cH:8][cH:9]2>>[n:1]1([CH2:13][c:14]2[c:15]([S:30][CH:31]([CH3:32])[CH3:33])[c:16]3[c:17]([n:18]([CH2:25][CH:26]([CH3:27])[CH3:28])[c:19](=[O:24])[n:20]([CH3:23])[c:21]3=[O:22])[s:29]2)[cH:2][n:3][c:4]2[c:5]1[cH:6][cH:7][cH:8][cH:9]2.